Dataset: the Open Reaction Database (ORD), a public repository of structured organic reaction records. Task: describe an organic reaction: reactants, conditions, products, and yield The reactants are resultant mixture, O (water), Cl.Cl.C[C@@H]1N(CCNC1)C(=O)C1=NC=CC=C1 ((2S)-2-methyl-1-(2-pyridinylcarbonyl)piperazine dihydrochloride), CCN(C(C)C)C(C)C (DIPEA), C(#N)C1=CC=C(C=C1)S(=O)(=O)Cl (4-cyanobenzenesulfonyl chloride). Solvent: C(Cl)Cl (DCM), C(Cl)Cl (DCM). The product is C[C@H]1CN(CCN1C(=O)C1=NC=CC=C1)S(=O)(=O)C1=CC=C(C#N)C=C1 (4-{[(3S)-3-methyl-4-(2-pyridinylcarbonyl)-1-piperazinyl]sulfonyl}benzonitrile). Yield: 50.8%. As a reaction SMILES: Cl.Cl.[CH3:3][C@H:4]1[CH2:9][NH:8][CH2:7][CH2:6][N:5]1[C:10]([C:12]1[CH:17]=[CH:16][CH:15]=[CH:14][N:13]=1)=[O:11].CCN(C(C)C)C(C)C.[C:27]([C:29]1[CH:34]=[CH:33][C:32]([S:35](Cl)(=[O:37])=[O:36])=[CH:31][CH:30]=1)#[N:28].O>C(Cl)Cl>[CH3:3][C@@H:4]1[N:5]([C:10]([C:12]2[CH:17]=[CH:16][CH:15]=[CH:14][N:13]=2)=[O:11])[CH2:6][CH2:7][N:8]([S:35]([C:32]2[CH:31]=[CH:30][C:29]([C:27]#[N:28])=[CH:34][CH:33]=2)(=[O:37])=[O:36])[CH2:9]1 |f:0.1.2|. Procedure details: To a solution of (2S)-2-methyl-1-(2-pyridinylcarbonyl)piperazine dihydrochloride (Description 16) (71 mg, 0.255 mmol) in DCM (3 ml) was added DIPEA (0.183 ml, 1.046 mmol) at room temperature and to it was slowly added 4-cyanobenzenesulfonyl chloride (56.6 mg, 0.281 mmol) and the resultant mixture then stirred for 3 h. 5 ml of water and 5 ml of DCM were added and the organic layer separated with a phase separation cartridge and then evaporated under vacuum. The crude material (120 mg) was purifie...